Dataset: the Open Reaction Database (ORD), a public repository of structured organic reaction records. Task: describe an organic reaction: reactants, conditions, products, and yield Starting materials: COC(=O)C1=NC(=C(C=C1N)C(F)(F)F)Br (3-Amino-6-bromo-5-trifluoromethyl-pyridine-2-carboxylic acid methyl ester), COC(=O)C1=NC(=C(C=C1N)C(F)(F)F)Br (3-Amino-6-bromo-5-trifluoromethyl-pyridine-2-carboxylic acid methyl ester), C1(CC1)B(O)O (cyclopropylboronic acid). The reagents and catalysts are [Pd](Cl)Cl.[CH-]1C=CC=C1.[CH-]1C=CC=C1.[Fe+2] (ferrocene palladium dichloride). Run in C1CCOC1 (THF). The product is NC=1C(=NC(=C(C1)C(F)(F)F)C1CC1)C(=O)O (3-Amino-6-cyclopropyl-5-(trifluoromethyl)picolinic acid). Reaction SMILES: C[O:2][C:3]([C:5]1[C:10]([NH2:11])=[CH:9][C:8]([C:12]([F:15])([F:14])[F:13])=[C:7](Br)[N:6]=1)=[O:4].[CH:17]1(B(O)O)[CH2:19][CH2:18]1>C1COCC1.[Pd](Cl)Cl.[CH-]1C=CC=C1.[CH-]1C=CC=C1.[Fe+2]>[NH2:11][C:10]1[C:5]([C:3]([OH:2])=[O:4])=[N:6][C:7]([CH:17]2[CH2:19][CH2:18]2)=[C:8]([C:12]([F:15])([F:14])[F:13])[CH:9]=1 |f:3.4.5.6|. Procedure details: A microwave vial was charged with amino-6-bromo-5-trifluoromethyl-pyridine-2-carboxylic acid methyl ester (Intermediate A4) (0.5 g, 1.754 mmol), cyclopropylboronic acid (0.753 g, 8.77 mmol), and 1,1′Bis(diphenylphosphosphino) ferrocene palladium dichloride (0.143 g, 0.175 mmol). The mixture was taken up as a solution in THF (6 ml) and flushed with N2, sealed and heated using microwave radiation at 150° C. for 20 minutes. The reaction mixture was filtered through Celite® (filter material) and was... The reactants are ClC1=C(CO)C=C(C=C1OC)OC (2-chloro-3,5-dimethoxybenzyl alcohol), CCOC(=O)C (EtOAc), CC(=O)OI1(C=2C=CC=CC2C(=O)O1)(OC(=O)C)OC(=O)C (Dess-Martin periodinane), C(C)(C)(C)O (tert-butanol). Solvent: C(Cl)Cl (CH2Cl2), C(Cl)Cl (CH2Cl2). Reaction conditions: time 15 minute. Yields the product ClC1=C(C=O)C=C(C=C1OC)OC (2-Chloro-3,5-dimethoxybenzaldehyde). RXN SMILES: CC(OI1(OC(C)=O)(OC(C)=O)OC(=O)C2C=CC=CC1=2)=O.C(O)(C)(C)C.[Cl:28][C:29]1[C:36]([O:37][CH3:38])=[CH:35][C:34]([O:39][CH3:40])=[CH:33][C:30]=1[CH2:31][OH:32].CCOC(C)=O>C(Cl)Cl>[Cl:28][C:29]1[C:36]([O:37][CH3:38])=[CH:35][C:34]([O:39][CH3:40])=[CH:33][C:30]=1[CH:31]=[O:32]. Procedure: To a suspension of Dess-Martin periodinane (1.38 g, 32.5 mmol) in CH2Cl2 (120 mL) was added tert-butanol (3.05 mL, 32.5 mmol). After stirring for 15 min, a sol. of 2-chloro-3,5-dimethoxybenzyl alcohol (H. Newman, R. B. Angier, J. Org. Chem., 1966, 31, 1462-1464, 5.06 g, 25.0 mmol) in CH2Cl2 (20 mL) was added. After stirring for 1 h, EtOAc (200 mL) was added and the mixture was washed with aq. 1M NaOH. The org. phase was evaporated, and the crude product was dissolved again in EtOAc (200 mL), and... Starting materials: ClC1=CC=C(C=C1)CCC1=CC=C(C=C1)N (4-[2-(4-chloro-phenyl)-ethyl]-phenylamine), C(C(=C)CC(=O)O)(=O)O (itaconic acid). Yields the product ClC1=CC=C(C=C1)CCC1=CC=C(C=C1)N1CC(CC1=O)C(=O)O ((RS)-1-{4-[2-(4-chloro-phenyl)-ethyl]-phenyl}-5-oxo-pyrrolidine-3-carboxylic acid). As a reaction SMILES: [Cl:1][C:2]1[CH:7]=[CH:6][C:5]([CH2:8][CH2:9][C:10]2[CH:15]=[CH:14][C:13]([NH2:16])=[CH:12][CH:11]=2)=[CH:4][CH:3]=1.[C:17]([OH:25])(=[O:24])[C:18]([CH2:20][C:21](O)=[O:22])=[CH2:19]>>[Cl:1][C:2]1[CH:3]=[CH:4][C:5]([CH2:8][CH2:9][C:10]2[CH:11]=[CH:12][C:13]([N:16]3[C:21](=[O:22])[CH2:20][CH:18]([C:17]([OH:25])=[O:24])[CH2:19]3)=[CH:14][CH:15]=2)=[CH:6][CH:7]=1. Reported procedure: In an analogous manner to that described in Example 36 c), the reaction of 4-[2-(4-chloro-phenyl)-ethyl]-phenylamine with itaconic acid yields the (RS)-1-{4-[2-(4-chloro-phenyl)-ethyl]-phenyl}-5-oxo-pyrrolidine-3-carboxylic acid as an off-white solid; MS: m/e=342 (M−H)+. Starting materials: ClCCCl, CC(C)(C)c1ccc(N2C(=O)c3cccc(N)c3C2=O)cc1, O=Cc1ccncc1. Yields the product CC(C)(C)c1ccc(N2C(=O)c3cccc(NCc4ccncc4)c3C2=O)cc1. Reaction SMILES: [Cl:31][CH2:32][CH2:33][Cl:34].[NH2:1][c:2]1[c:3]2[c:7]([cH:8][cH:9][cH:10]1)[C:6](=[O:11])[N:5]([c:12]1[cH:13][cH:14][c:15]([C:18]([CH3:19])([CH3:20])[CH3:21])[cH:16][cH:17]1)[C:4]2=[O:22].[n:23]1[cH:24][cH:25][c:26]([CH:29]=[O:30])[cH:27][cH:28]1>>[NH:1]([c:2]1[c:3]2[c:7]([cH:8][cH:9][cH:10]1)[C:6](=[O:11])[N:5]([c:12]1[cH:13][cH:14][c:15]([C:18]([CH3:19])([CH3:20])[CH3:21])[cH:16][cH:17]1)[C:4]2=[O:22])[CH2:29][c:26]1[cH:25][cH:24][n:23][cH:28][cH:27]1. Starting materials: FC(C(N)=NNC1=CC=C(C=C1)OC)(F)F (2,2,2-trifluoro-N′-(4-methoxyphenyl)ethanehydrazonamide), N1=CC=CC=C1 (pyridine), COC1=CC=C(C(=O)Cl)C=C1 (4-methoxybenzoyl chloride). The solvent is O1CCOCC1 (dioxane), O1CCOCC1 (dioxane). Conditions: time 12 hour. Yields the product COC1=CC=C(C=C1)N1N=C(N=C1C1=CC=C(C=C1)OC)C(F)(F)F (1,5-bis(4-methoxyphenyl)-3-(trifluoromethyl)-1H-1,2,4-triazole). Isolated yield 48.6%. As a reaction SMILES: [F:1][C:2]([F:16])([F:15])[C:3](=[N:5][NH:6][C:7]1[CH:12]=[CH:11][C:10]([O:13][CH3:14])=[CH:9][CH:8]=1)[NH2:4].N1C=CC=CC=1.[CH3:23][O:24][C:25]1[CH:33]=[CH:32][C:28]([C:29](Cl)=O)=[CH:27][CH:26]=1>O1CCOCC1>[CH3:14][O:13][C:10]1[CH:9]=[CH:8][C:7]([N:6]2[C:29]([C:28]3[CH:32]=[CH:33][C:25]([O:24][CH3:23])=[CH:26][CH:27]=3)=[N:4][C:3]([C:2]([F:15])([F:16])[F:1])=[N:5]2)=[CH:12][CH:11]=1. Reported procedure: To a solution of 2,2,2-trifluoro-N′-(4-methoxyphenyl)ethanehydrazonamide (0.92 g, 3.95 mmol) in 10 mL of dioxane, were added pyridine (0.319 mL, 3.95 mmol) and a solution of 4-methoxybenzoyl chloride (673 mg, 3.95 mmol) in 3 mL of dioxane. The mixture was refluxed with stirring for 12 hours. The solvent was removed under reduced pressure. 50 mL of dichloromethane and 20 mL of 0.1 N hydrochloric acid were added to the residue and the organic layer was separated. The aqueous layer was extracted wi... Reactants: O[C@H](C)[C@@H]1[C@@H]2N(C(=C([C@@H]2C)C2=CN3C(S2)=C(N=C3)C(=O)C=3C=NC=C(C3)C3=CC=CC=C3)C(=O)OCC3=CC=C(C=C3)[N+](=O)[O-])C1=O (4-nitrobenzyl (1S,5R,6S)-6-((1R)-1-hydroxyethyl)-1-methyl-2-[7-(5-phenylpyridin-3-yl)carbonylimidazo[5,1-b]thiazol-2-yl]-1-carbapen-2-em-3-carboxylate), ICC(=O)N (2-iodoacetamide). Product: compound, C(N)(=O)C[N+]1=CC(=CC(=C1)C1=CC=CC=C1)C(=O)C=1N=CN2C1SC(=C2)C=2[C@@H]([C@H]1N(C2C(=O)[O-])C([C@@H]1[C@@H](C)O)=O)C ((1S,5R,6S)-2-[7-(1-Carbamoylmethyl-5-phenylpyridinium-3-yl)carbonylimidazo[5,1-b]thiazol-2-yl]-6-((1R)-1-hydroxyethyl)-1-methyl-1-carbapen-2-em-3-carboxylate). Isolated yield 19.6%. RXN SMILES: [OH:1][C@@H:2]([C@H:4]1[C:46](=[O:47])[N:6]2[C:7]([C:33]([O:35]CC3C=CC([N+]([O-])=O)=CC=3)=[O:34])=[C:8]([C:11]3[S:15][C:14]4=[C:16]([C:19]([C:21]5[CH:22]=[N:23][CH:24]=[C:25]([C:27]6[CH:32]=[CH:31][CH:30]=[CH:29][CH:28]=6)[CH:26]=5)=[O:20])[N:17]=[CH:18][N:13]4[CH:12]=3)[C@H:9]([CH3:10])[C@H:5]12)[CH3:3].I[CH2:49][C:50]([NH2:52])=[O:51]>>[C:50]([CH2:49][N+:23]1[CH:24]=[C:25]([C:27]2[CH:32]=[CH:31][CH:30]=[CH:29][CH:28]=2)[CH:26]=[C:21]([C:19]([C:16]2[N:17]=[CH:18][N:13]3[CH:12]=[C:11]([C:8]4[C@H:9]([CH3:10])[C@@H:5]5[C@@H:4]([C@H:2]([OH:1])[CH3:3])[C:46](=[O:47])[N:6]5[C:7]=4[C:33]([O-:35])=[O:34])[S:15][C:14]=23)=[O:20])[CH:22]=1)(=[O:51])[NH2:52]. Procedure details: An N-quaternarized compound (91 mg) was prepared in substantially the same manner as in Example 24, except that 97 mg of 4-nitrobenzyl (1S,5R,6S)-6-((1R)-1-hydroxyethyl)-1-methyl-2-[7-(5-phenylpyridin-3-yl)carbonylimidazo[5,1-b]thiazol-2-yl]-1-carbapen-2-em-3-carboxylate and 185 mg of 2-iodoacetamide were used as the starting compounds. The title compound (16.7 mg) was prepared in substantially the same manner as in step c) of Example 1, except that this compound was used as the starting compoun... The reactants are CC1=CC=C(C=N1)CCN(N)C1=CC=C(C=C1)C (N-[2-(6-methyl-pyridin-3-yl)-ethyl]-N-p-tolyl-hydrazine), CN1CCC(CC1)=O (1-methylpiperidin-4-one). Run in C1=CC=CC=C1 (benzene). The product is CN1CCC(CC1)=NN(C1=CC=C(C=C1)C)CCC=1C=NC(=CC1)C (N′-(1-Methyl-piperidin-4-ylidene)-N-[2-(6-methyl-pyridin-3-yl)-ethyl]-N-p-tolyl-hydrazine). As a reaction SMILES: [CH3:1][C:2]1[N:7]=[CH:6][C:5]([CH2:8][CH2:9][N:10]([C:12]2[CH:17]=[CH:16][C:15]([CH3:18])=[CH:14][CH:13]=2)[NH2:11])=[CH:4][CH:3]=1.[CH3:19][N:20]1[CH2:25][CH2:24][C:23](=O)[CH2:22][CH2:21]1>C1C=CC=CC=1>[CH3:19][N:20]1[CH2:25][CH2:24][C:23](=[N:11][N:10]([CH2:9][CH2:8][C:5]2[CH:6]=[N:7][C:2]([CH3:1])=[CH:3][CH:4]=2)[C:12]2[CH:13]=[CH:14][C:15]([CH3:18])=[CH:16][CH:17]=2)[CH2:22][CH2:21]1. Procedure details: The crude N-[2-(6-methyl-pyridin-3-yl)-ethyl]-N-p-tolyl-hydrazine was dissolved in benzene (20 cm3) and 4 Å molecular sieves added (˜5 g), followed by 1-methylpiperidin-4-one (346 μL, 3.0 mmol). The reaction was heated to reflux for 2 hours, cooled, and filtered. Solvent was removed in vacuo to yield a crude orange oil.